From a dataset of the Open Reaction Database (ORD), a public repository of structured organic reaction records. describe an organic reaction: reactants, conditions, products, and yield Starting materials: CCC(=O)c1cc([N+](=O)[O-])cc(C)c1OCC#N, CC(=O)O, [Fe]. The product is CCC(=O)c1cc(N)cc(C)c1OCC#N. Reaction SMILES: [C:1]([CH2:2][CH3:3])(=[O:4])[c:5]1[cH:6][c:7]([N+:16]([O-:17])=[O:18])[cH:8][c:9]([CH3:15])[c:10]1[O:11][CH2:12][C:13]#[N:14].[CH3:19][C:20](=[O:21])[OH:22].[Fe:23]>>[C:1]([CH2:2][CH3:3])(=[O:4])[c:5]1[cH:6][c:7]([NH2:16])[cH:8][c:9]([CH3:15])[c:10]1[O:11][CH2:12][C:13]#[N:14]. Starting materials: CC(=O)Cl, Cc1c(CO)nc(Nc2ccc(F)cc2)nc1N1CCc2ccccc2C1C. The product is CC(=O)OCc1nc(Nc2ccc(F)cc2)nc(N2CCc3ccccc3C2C)c1C. RXN SMILES: [CH3:1][C:2]([Cl:3])=[O:4].[CH3:5][c:6]1[c:7]([N:22]2[CH:23]([CH3:32])[c:24]3[cH:25][cH:26][cH:27][cH:28][c:29]3[CH2:30][CH2:31]2)[n:8][c:9]([NH:14][c:15]2[cH:16][cH:17][c:18]([F:21])[cH:19][cH:20]2)[n:10][c:11]1[CH2:12][OH:13]>>[CH3:1][C:2](=[O:4])[O:13][CH2:12][c:11]1[c:6]([CH3:5])[c:7]([N:22]2[CH:23]([CH3:32])[c:24]3[cH:25][cH:26][cH:27][cH:28][c:29]3[CH2:30][CH2:31]2)[n:8][c:9]([NH:14][c:15]2[cH:16][cH:17][c:18]([F:21])[cH:19][cH:20]2)[n:10]1. The reactants are FC=1C=CC(=C(C1)C(CC(CNC1=C2C=NN(C2=CC(=C1)C)C=1C=C(C(=O)O)C=CC1)(C(F)(F)F)O)(C)C)OC (3-(4-{[4-[5-fluoro-2-(methyloxy)phenyl]-2-hydroxy-4-methyl-2-(trifluoromethyl)pentyl]amino}-6-methyl-1H-indazol-1-yl)benzoic acid), N1[C@@H](C(=O)N)CCC1 (D-prolinamide). Product: FC=1C=CC(=C(C1)C(CC(CNC1=C2C=NN(C2=CC(=C1)C)C=1C=C(C=CC1)C(=O)N1[C@@H](C(=O)N)CCC1)(C(F)(F)F)O)(C)C)OC (1-{[3-(4-{[4-[5-Fluoro-2-(methyloxy)phenyl]-2-hydroxy-4-methyl-2-(trifluoromethyl)pentyl]amino}-6-methyl-1H-indazol-1-yl)phenyl]carbonyl}-D-prolinamide). As a reaction SMILES: [F:1][C:2]1[CH:3]=[CH:4][C:5]([O:39][CH3:40])=[C:6]([C:8]([CH3:38])([CH3:37])[CH2:9][C:10]([OH:36])([C:32]([F:35])([F:34])[F:33])[CH2:11][NH:12][C:13]2[CH:21]=[C:20]([CH3:22])[CH:19]=[C:18]3[C:14]=2[CH:15]=[N:16][N:17]3[C:23]2[CH:24]=[C:25]([CH:29]=[CH:30][CH:31]=2)[C:26](O)=[O:27])[CH:7]=1.[NH:41]1[CH2:48][CH2:47][CH2:46][C@@H:42]1[C:43]([NH2:45])=[O:44]>>[F:1][C:2]1[CH:3]=[CH:4][C:5]([O:39][CH3:40])=[C:6]([C:8]([CH3:37])([CH3:38])[CH2:9][C:10]([OH:36])([C:32]([F:34])([F:35])[F:33])[CH2:11][NH:12][C:13]2[CH:21]=[C:20]([CH3:22])[CH:19]=[C:18]3[C:14]=2[CH:15]=[N:16][N:17]3[C:23]2[CH:24]=[C:25]([C:26]([N:41]3[CH2:48][CH2:47][CH2:46][C@@H:42]3[C:43]([NH2:45])=[O:44])=[O:27])[CH:29]=[CH:30][CH:31]=2)[CH:7]=1. Procedure details: Prepared similarly to Example 1 from 3-(4-{[4-[5-fluoro-2-(methyloxy)phenyl]-2-hydroxy-4-methyl-2-(trifluoromethyl)pentyl]amino}-6-methyl-1H-indazol-1-yl)benzoic acid and D-prolinamide. Starting materials: FC1=CC2=C(N(C=N2)CC2=CC3=C(N=C(S3)SC)C=C2)C=C1F (6-((5,6-difluoro-1H-benzo[d]imidazol-1-yl)methyl)-2-(methylthio)benzo[d]thiazole), ClC1=CC(=CC=C1)C(=O)OO (meta-chloroperbenzoic acid). Run in C(Cl)Cl (DCM), C(Cl)Cl (DCM), CCOC(=O)C (EtOAc). Reaction conditions: temperature 0 celsius, time 2 hour. Yields the product FC1=CC2=C(N(C=N2)CC2=CC3=C(N=C(S3)S(=O)C)C=C2)C=C1F (6-((5,6-difluoro-1H-benzo[d]imidazol-1-yl)methyl)-2-(methylsulfinyl)benzo[d]thiazole). The yield is 87.1%. As a reaction SMILES: [F:1][C:2]1[C:22]([F:23])=[CH:21][C:5]2[N:6]([CH2:9][C:10]3[CH:20]=[CH:19][C:13]4[N:14]=[C:15]([S:17][CH3:18])[S:16][C:12]=4[CH:11]=3)[CH:7]=[N:8][C:4]=2[CH:3]=1.ClC1C=CC=C(C(OO)=[O:32])C=1>C(Cl)Cl.CCOC(C)=O>[F:1][C:2]1[C:22]([F:23])=[CH:21][C:5]2[N:6]([CH2:9][C:10]3[CH:20]=[CH:19][C:13]4[N:14]=[C:15]([S:17]([CH3:18])=[O:32])[S:16][C:12]=4[CH:11]=3)[CH:7]=[N:8][C:4]=2[CH:3]=1. Procedure details: To a stirred solution of 6-((5,6-difluoro-1H-benzo[d]imidazol-1-yl)methyl)-2-(methylthio)benzo[d]thiazole (0.55 g, 1.58 mmol) from the previous step in DCM (20 mL) at 0° C. was added a solution of meta-chloroperbenzoic acid (0.32 g, 1.58 mmol) in DCM (3 mL). After stirring for 2 h at 0° C., the mixture was diluted with EtOAc (100 mL) and washed sequentially with saturated aq Na2S2O3, saturated aq NaHCO3, and brine. The organic layer was separated, dried over Na2SO4, filtered, and concentrated un...